describe an organic reaction: reactants, conditions, products, and yield From a dataset of the Open Reaction Database (ORD), a public repository of structured organic reaction records. Reactants: N(CC(=O)O)C(=O)OC(C)(C)C (Boc-Gly), N[C@@H](CC(OC1CCCCC1)=O)C(=O)O.OC1[C@@H](O)[C@@H](O)[C@H](OCC2=CC=C(C)C=C2)[C@H](O1)CO (Asp(O-cHex) Man(4-MBzl)), CN(C)C=O (DMF), C(C)N=C=NCCCN(C)C (N-ethyl-N'(dimethylaminopropyl)carbodiimide), ON1N=NC2=C1C=CC=C2 (N-Hydroxybezotriazole). Yields the product N(CC(=O)N[C@@H](CC(OC1CCCCC1)=O)C(=O)O)C(=O)OC(C)(C)C.OC1[C@@H](O)[C@@H](O)[C@H](OCC2=CC=C(C)C=C2)[C@H](O1)CO (Boc-Gly-Asp(O-cHex) Man(4-MBzl)). Yield: 89.2%. As a reaction SMILES: [NH2:1][C@H:2]([C:13]([OH:15])=[O:14])[CH2:3][C:4](=[O:12])[O:5][CH:6]1[CH2:11][CH2:10][CH2:9][CH2:8][CH2:7]1.[OH:16][CH:17]1[O:33][C@H:32]([CH2:34][OH:35])[C@@H:22]([O:23][CH2:24][C:25]2[CH:31]=[CH:30][C:28]([CH3:29])=[CH:27][CH:26]=2)[C@H:20]([OH:21])[C@@H:18]1[OH:19].CN(C=O)C.ON1C2C=CC=CC=2N=N1.[NH:51]([C:56]([O:58][C:59]([CH3:62])([CH3:61])[CH3:60])=[O:57])[CH2:52][C:53](O)=[O:54].C(N=C=NCCCN(C)C)C>>[NH:51]([C:56]([O:58][C:59]([CH3:62])([CH3:61])[CH3:60])=[O:57])[CH2:52][C:53]([NH:1][C@H:2]([C:13]([OH:15])=[O:14])[CH2:3][C:4](=[O:12])[O:5][CH:6]1[CH2:11][CH2:10][CH2:9][CH2:8][CH2:7]1)=[O:54].[OH:16][CH:17]1[O:33][C@H:32]([CH2:34][OH:35])[C@@H:22]([O:23][CH2:24][C:25]2[CH:31]=[CH:30][C:28]([CH3:29])=[CH:27][CH:26]=2)[C@H:20]([OH:21])[C@@H:18]1[OH:19] |f:0.1,6.7|. Procedure details: To a cold solution of Asp(O-cHex)-Man(4-MBzl) (46.7 g, 86.4 mmol) in DMF (100 mL) diisopropylethylamine (15 mL, 86.1 mmol) was added. N-Hydroxybezotriazole (14.0 g, 104 mmol) was added followed by Boc-Gly (16.6 g, 94.8 mmol). The reaction mixture was stirred in the cold for a few minutes, and N-ethyl-N'(dimethylaminopropyl)carbodiimide (18.2 g, 94.9 mmol) was added. The reaction mixture was allowed to warm to room temperature and stirred for 18 h. The reaction mixture was concentrated to a small... The reactants are [N+](=O)([O-])C=1C=CC(=NC1)NC1CCN(CC1)C(CCCN1CCN(CC1)C1=CC=C(C=C1)C(F)(F)F)=O (1-[4-(5-Nitro-pyridin-2-ylamino)-piperidin-1-yl]-4-[4-(4-trifluoromethyl-phenyl)-piperazin-1-yl]-butan-1-one), COC=1C=CC(=CC1)P2(=S)SP(=S)(S2)C=3C=CC(=CC3)OC (Lawesson's reagent). Reported procedure: 1-[4-(5-Nitro-pyridin-2-ylamino)-piperidin-1-yl]-4-[4-(4-trifluoromethyl-phenyl)-piperazin-1-yl]-butan-1-one (20 mg; 0.038 mmol, prepared in accordance with Example 95) is reacted with Lawesson's reagent (8 mg; 0.019 mmol) according to the general conditions described in Example 109. The desired product is obtained following purification by preparative HPLC (8 mg; 0.015 mmol). The structure was confirmed using Protocol I-B. Calculated mass=537; observed mass=537; HPLC retention time=4.39 min. Reaction SMILES: [N+:1]([C:4]1[CH:5]=[CH:6][C:7]([NH:10][CH:11]2[CH2:16][CH2:15][N:14]([C:17](=O)[CH2:18][CH2:19][CH2:20][N:21]3[CH2:26][CH2:25][N:24]([C:27]4[CH:32]=[CH:31][C:30]([C:33]([F:36])([F:35])[F:34])=[CH:29][CH:28]=4)[CH2:23][CH2:22]3)[CH2:13][CH2:12]2)=[N:8][CH:9]=1)([O-:3])=[O:2].COC1C=CC(P2(SP(C3C=CC(OC)=CC=3)(=S)S2)=[S:47])=CC=1>>[N+:1]([C:4]1[CH:5]=[CH:6][C:7]([NH:10][CH:11]2[CH2:16][CH2:15][N:14]([C:17](=[S:47])[CH2:18][CH2:19][CH2:20][N:21]3[CH2:26][CH2:25][N:24]([C:27]4[CH:32]=[CH:31][C:30]([C:33]([F:36])([F:35])[F:34])=[CH:29][CH:28]=4)[CH2:23][CH2:22]3)[CH2:13][CH2:12]2)=[N:8][CH:9]=1)([O-:3])=[O:2]. The product is [N+](=O)([O-])C=1C=CC(=NC1)NC1CCN(CC1)C(CCCN1CCN(CC1)C1=CC=C(C=C1)C(F)(F)F)=S (1-[4-(5-nitro-pyridin-2-ylamino)-piperidin-1-yl]-4-[4-(4-trifluoromethyl-phenyl)-piperazin-1-yl]-butane-1-thione). The reactants are O1[C@H](C1)CN1CCN(CC1)C(=O)OC(C)(C)C (tert-butyl 4-[[(2S)-oxiran-2-yl]methyl]piperazine-1-carboxylate), N (ammonia). The solvent is C(C)O (ethanol). Run at time 12 hour. Yields the product NC[C@H](CN1CCN(CC1)C(=O)OC(C)(C)C)O (tert-butyl 4-[(2R)-3-amino-2-hydroxy-propyl]piperazine-1-carboxylate). As a reaction SMILES: [O:1]1[CH2:3][C@@H:2]1[CH2:4][N:5]1[CH2:10][CH2:9][N:8]([C:11]([O:13][C:14]([CH3:17])([CH3:16])[CH3:15])=[O:12])[CH2:7][CH2:6]1.[NH3:18]>C(O)C>[NH2:18][CH2:3][C@@H:2]([OH:1])[CH2:4][N:5]1[CH2:10][CH2:9][N:8]([C:11]([O:13][C:14]([CH3:17])([CH3:16])[CH3:15])=[O:12])[CH2:7][CH2:6]1. Procedure details: Tert-butyl 4-[[(2S)-oxiran-2-yl]methyl]piperazine-1-carboxylate 20a (9.20 g, 38 mmol) was dissolved in 60 mL of ethanol followed by the addition of 50 mL of aqueous ammonia. The reaction solution was stirred for 12 hours. The reaction solution was concentrated under reduced pressure to obtain the crude title compound tert-butyl 4-[(2R)-3-amino-2-hydroxy-propyl]piperazine-1-carboxylate 20b (9 g, as a white solid), which was used in the next step without further furification. Starting materials: CN(C(=O)CBr)c1ccc(OCC(=O)NC(CC(N)=O)C(=O)NC(Cc2ccccc2)C(O)C(=O)N2CCCC2C(=O)NC(C)(C)C)cc1, CNC. Product: CN(C)CC(=O)N(C)c1ccc(OCC(=O)NC(CC(N)=O)C(=O)NC(Cc2ccccc2)C(O)C(=O)N2CCCC2C(=O)NC(C)(C)C)cc1. As a reaction SMILES: [Br:1][CH2:2][C:3](=[O:4])[N:5]([CH3:6])[c:7]1[cH:8][cH:9][c:10]([O:11][CH2:12][C:13](=[O:14])[NH:15][CH:16]([CH2:17][C:18]([NH2:19])=[O:20])[C:21](=[O:22])[NH:23][CH:24]([CH:25]([C:26](=[O:27])[N:28]2[CH:29]([C:30](=[O:31])[NH:32][C:33]([CH3:34])([CH3:35])[CH3:36])[CH2:37][CH2:38][CH2:39]2)[OH:40])[CH2:41][c:42]2[cH:43][cH:44][cH:45][cH:46][cH:47]2)[cH:48][cH:49]1.[CH3:50][NH:51][CH3:52]>>[CH2:2]([C:3](=[O:4])[N:5]([CH3:6])[c:7]1[cH:8][cH:9][c:10]([O:11][CH2:12][C:13](=[O:14])[NH:15][CH:16]([CH2:17][C:18]([NH2:19])=[O:20])[C:21](=[O:22])[NH:23][CH:24]([CH:25]([C:26](=[O:27])[N:28]2[CH:29]([C:30](=[O:31])[NH:32][C:33]([CH3:34])([CH3:35])[CH3:36])[CH2:37][CH2:38][CH2:39]2)[OH:40])[CH2:41][c:42]2[cH:43][cH:44][cH:45][cH:46][cH:47]2)[cH:48][cH:49]1)[N:51]([CH3:50])[CH3:52]. Reactants: BrC=1C=NC=C(C1)C(=C)C (3-bromo-5-isopropenylpyridine), ClN1C(CCC1=O)=O (N-chlorosuccinimide). Run in C(Cl)(Cl)(Cl)Cl (carbon tetrachloride). Reaction conditions: temperature 80 celsius, time 7 hour. The product is BrC=1C=NC=C(C1)C(=C)CCl (3-bromo-5-(1-chloromethylvinyl)pyridine). The yield is 26.7%. RXN SMILES: [Br:1][C:2]1[CH:3]=[N:4][CH:5]=[C:6]([C:8]([CH3:10])=[CH2:9])[CH:7]=1.[Cl:11]N1C(=O)CCC1=O>C(Cl)(Cl)(Cl)Cl>[Br:1][C:2]1[CH:3]=[N:4][CH:5]=[C:6]([C:8]([CH2:10][Cl:11])=[CH2:9])[CH:7]=1. Procedure details: A mixture of 7.12 g of 3-bromo-5-isopropenylpyridine, 6.85 g of N-chlorosuccinimide and 15 ml of carbon tetrachloride was stirred at 80° C. for 7 hours. After the reaction mixture was cooled to room temperature, the insoluble matter was filtered out. The filtrate was concentrated under a reduced pressure and the residue was purified by silica gel column chromatography (eluted with ethyl acetate-n-hexane 1:19) to obtain 2.23 g of the objective compound. Reactants: CNC1CCN(C(=O)OC(C)(C)C)C1, CCSC1=NC(=O)C(=Cc2ccc3c(cnn3Cc3ccc(Cl)cc3C(F)(F)F)c2)S1. Product: CN(C1=NC(=O)C(=Cc2ccc3c(cnn3Cc3ccc(Cl)cc3C(F)(F)F)c2)S1)C1CCN(C(=O)OC(C)(C)C)C1. RXN SMILES: [C:32]([CH3:33])([CH3:34])([CH3:35])[O:36][C:37](=[O:38])[N:39]1[CH2:40][CH:41]([NH:44][CH3:45])[CH2:42][CH2:43]1.[Cl:1][c:2]1[cH:3][c:4]([C:28]([F:29])([F:30])[F:31])[c:5]([CH2:6][n:7]2[n:8][cH:9][c:10]3[cH:11][c:12]([CH:16]=[C:17]4[C:18](=[O:25])[N:19]=[C:20]([S:22][CH2:23][CH3:24])[S:21]4)[cH:13][cH:14][c:15]23)[cH:26][cH:27]1>>[Cl:1][c:2]1[cH:3][c:4]([C:28]([F:29])([F:30])[F:31])[c:5]([CH2:6][n:7]2[n:8][cH:9][c:10]3[cH:11][c:12]([CH:16]=[C:17]4[C:18](=[O:25])[N:19]=[C:20]([N:44]([CH:41]5[CH2:40][N:39]([C:37]([O:36][C:32]([CH3:33])([CH3:34])[CH3:35])=[O:38])[CH2:43][CH2:42]5)[CH3:45])[S:21]4)[cH:13][cH:14][c:15]23)[cH:26][cH:27]1. The reactants are CCOCC (ether), S(=O)(Cl)Cl (thionyl chloride), OC(CC1=C(C=C(C=C1)Cl)Cl)N1C=NC=C1 (1-(α-Hydroxy-2,4-dichlorophenethyl)imidazole). Run in C(Cl)(Cl)Cl (chloroform), C(Cl)(Cl)Cl (chloroform). Yields the product Cl.ClC(CC1=C(C=C(C=C1)Cl)Cl)N1C=NC=C1 (1-(α-Chloro-2,4-dichlorophenethyl) imidazole Hydrochloride). Reaction SMILES: O[CH:2]([N:12]1[CH:16]=[CH:15][N:14]=[CH:13]1)[CH2:3][C:4]1[CH:9]=[CH:8][C:7]([Cl:10])=[CH:6][C:5]=1[Cl:11].S(Cl)([Cl:19])=O.CCOCC>C(Cl)(Cl)Cl>[ClH:10].[Cl:19][CH:2]([N:12]1[CH:16]=[CH:15][N:14]=[CH:13]1)[CH2:3][C:4]1[CH:9]=[CH:8][C:7]([Cl:10])=[CH:6][C:5]=1[Cl:11] |f:4.5|. Reported procedure: 1-(α-Hydroxy-2,4-dichlorophenethyl)imidazole, 12.85 g (0.05 mole), was dissolved in 100 ml chloroform and 8.33 g (0.07 mole) thionyl chloride was added to cause immediate formation of a solid precipitate. The mixture was refluxed three hours causing total solution of all solids. No precipitate formed on cooling to ambient temperature. A solid precipitate formed on pouring the chloroform solution into 500 ml of ether. The solid was collected and dried, 8.67 g (55.6%), m.p. 165°-167° C. Both ir an... Yields the product ClC1=C(COC=2C=3N(C=CC2)C(=C(N3)C)COCC#C)C=CC=C1 (8-(2-chlorobenzyloxy)-3-(2-propynyloxymethyl)-2-methylimidazo[1,2-a]pyridine). As a reaction SMILES: [H-].[Na+].[I-].[Cl:4][C:5]1[CH:27]=[CH:26][CH:25]=[CH:24][C:6]=1[CH2:7][O:8][C:9]1[C:10]2[N:11]([C:15]([CH2:19][N+](C)(C)C)=[C:16]([CH3:18])[N:17]=2)[CH:12]=[CH:13][CH:14]=1>C(O)C#C>[Cl:4][C:5]1[CH:27]=[CH:26][CH:25]=[CH:24][C:6]=1[CH2:7][O:8][C:9]1[C:10]2[N:11]([C:15]([CH2:19][O:8][CH2:7][C:6]#[CH:5])=[C:16]([CH3:18])[N:17]=2)[CH:12]=[CH:13][CH:14]=1 |f:0.1,2.3|. Reported procedure: To a solution of sodium hydride (60% in mineral oil dispersion, 0.186 g) in 2-propynyl alcohol (8 ml) was added 8-(2-chlorobenzyloxy)-3-trimethylammoniomethyl-2-methylimidazo[1,2-a]pyridine iodide (2 g) and the mixture was heated at 90°-95° C. with stirring for 1 hour. After being cooled, the mixture was poured into ice-water and the resulting precipitate was collected by filtration and dissolved in methylene chloride. The solution was treated successively with silica gel (1 g) and activated cha... Conditions: time 1 hour. Isolated yield 124.6%. Starting materials: [H-].[Na+] (sodium hydride), [I-].ClC1=C(COC=2C=3N(C=CC2)C(=C(N3)C)C[N+](C)(C)C)C=CC=C1 (8-(2-chlorobenzyloxy)-3-trimethylammoniomethyl-2-methylimidazo[1,2-a]pyridine iodide), ice water. Run in C(C#C)O (2-propynyl alcohol). The reactants are CNC (dimethylamine), COC1=CC=C(C=C1)O (p-methoxyphenol), CNC (dimethylamine), C(C=C)(=O)OCC (ethyl acrylate), C1=CC=CC=2SC3=CC=CC=C3NC12 (phenothiazine), C(C=C)(=O)OCC (ethyl acrylate). Reaction conditions: temperature -13 celsius. The product is CN(C)CCC(=O)OCC (Ethyl 3-(N,N-Dimethylamino)propionate). Yield: 97.0%. RXN SMILES: [CH3:1][NH:2][CH3:3].[C:4]([O:8][CH2:9][CH3:10])(=[O:7])[CH:5]=[CH2:6].C1C2NC3C(=CC=CC=3)SC=2C=CC=1.COC1C=CC(O)=CC=1>>[CH3:1][N:2]([CH2:6][CH2:5][C:4]([O:8][CH2:9][CH3:10])=[O:7])[CH3:3]. Procedure: To a chilled (-15° C.) reaction vessel there was added; anhydrous dimethylamine (100 grams); ethyl acrylate (250 grams); phenothiazine (0.5 gram); and p-methoxyphenol (0.5 gram). The mixture was maintained at -13° C. for two hours with stirring after which the temperature was allowed to rise to about 25° C. Unreacted dimethylamine and ethyl acrylate were removed by distillation. The product was recovered by distillation at 58° C. and 10 mm. mercury pressure in a yield of 97 percent. The product,...